This data is from the Open Reaction Database (ORD), a public repository of structured organic reaction records. The task is: describe an organic reaction: reactants, conditions, products, and yield The reactants are ClC=1C=CC(=C(C1)NC1=C(C=C(C=C1)[N+](=O)[O-])[N+](=O)[O-])O (N-(5-chloro-2-hydroxyphenyl)-2,4-dinitroaniline), [N+](=O)([O-])C1=C(C=CC(=C1)[N+](=O)[O-])N1C(OC2=C1C=C(C=C2)Cl)=O (N-(2,4-dinitrophenyl)-5-chloro-2-benzoxazolinone). Yields the product OC1=C(C=CC=C1)NC1=C(C=CC=C1)[N+](=O)[O-] (N-(2-hydroxyphenyl)-2-nitro-aniline). As a reaction SMILES: Cl[C:2]1[CH:3]=[CH:4][C:5]([OH:21])=[C:6]([NH:8][C:9]2[CH:14]=[CH:13][C:12]([N+]([O-])=O)=[CH:11][C:10]=2[N+:18]([O-:20])=[O:19])[CH:7]=1.[N+](C1C=C([N+]([O-])=O)C=CC=1N1C2C=C(Cl)C=CC=2OC1=O)([O-])=O>>[OH:21][C:5]1[CH:4]=[CH:3][CH:2]=[CH:7][C:6]=1[NH:8][C:9]1[CH:14]=[CH:13][CH:12]=[CH:11][C:10]=1[N+:18]([O-:20])=[O:19]. Procedure: N-(5-chloro-2-hydroxyphenyl)-2,4-dinitroaniline from N-(2,4-dinitrophenyl)-5-chloro-2-benzoxazolinone. The product was used without further purification.